Task: describe an organic reaction: reactants, conditions, products, and yield. Dataset: the Open Reaction Database (ORD), a public repository of structured organic reaction records Starting materials: CO, CCOC(=O)C(C)CC(Cc1ccc(-c2cccc(Cl)c2)cc1)NC(=O)c1cnc(CC)o1, [Na+], [OH-]. The product is CCc1ncc(C(=O)NC(Cc2ccc(-c3cccc(Cl)c3)cc2)CC(C)C(=O)O)o1. As a reaction SMILES: [CH3:36][OH:37].[Cl:1][c:2]1[cH:3][c:4](-[c:8]2[cH:9][cH:10][c:11]([CH2:14][CH:15]([CH2:16][CH:17]([C:18](=[O:19])[O:20][CH2:21][CH3:22])[CH3:23])[NH:24][C:25](=[O:26])[c:27]3[cH:28][n:29][c:30]([CH2:32][CH3:33])[o:31]3)[cH:12][cH:13]2)[cH:5][cH:6][cH:7]1.[Na+:35].[OH-:34]>>[Cl:1][c:2]1[cH:3][c:4](-[c:8]2[cH:9][cH:10][c:11]([CH2:14][CH:15]([CH2:16][CH:17]([C:18](=[O:19])[OH:20])[CH3:23])[NH:24][C:25](=[O:26])[c:27]3[cH:28][n:29][c:30]([CH2:32][CH3:33])[o:31]3)[cH:12][cH:13]2)[cH:5][cH:6][cH:7]1. Starting materials: [I-].C(C)(=O)NC=1C=C2CCC(C(C2=CC1)=O)[N+](C)(C)C (6-Acetamido-1-oxo-1,2,3,4-tetrahydro-2-naphthyl trimethylammonium iodide), [C-]#N.[K+] (potassium cyanide), CO (methanol). Solvent: O (water), O (water). The product is C(C)(=O)NC=1C=C2CCC(C(C2=CC1)=O)CC#N (6-acetamido-2-cyanomethyl-1-tetralone). Reaction SMILES: [I-].[C:2]([NH:5][C:6]1[CH:7]=[C:8]2[C:13](=[CH:14][CH:15]=1)[C:12](=[O:16])[CH:11]([N+](C)(C)C)[CH2:10][CH2:9]2)(=[O:4])[CH3:3].[C-:21]#[N:22].[K+].[CH3:24]O>O>[C:2]([NH:5][C:6]1[CH:7]=[C:8]2[C:13](=[CH:14][CH:15]=1)[C:12](=[O:16])[CH:11]([CH2:24][C:21]#[N:22])[CH2:10][CH2:9]2)(=[O:4])[CH3:3] |f:0.1,2.3|. Reported procedure: 6-Acetamido-1-oxo-1,2,3,4-tetrahydro-2-naphthyl trimethylammonium iodide (4.25 g) in methanol (30 ml )/water (40 ml ) was added to a stirred solution of potassium cyanide (1.62 g) in water (40 ml ). After 3 hours the precipitate which had formed was collected and dried to give 6-acetamido-2-cyanomethyl-1-tetralone (1.7 g; m.p. 189°-90°) ν(Nujol mull) 3350-3100, 2220, 1670, 1590cm-1 ; m+ 242. The reactants are C1CCCCC1, COC(=O)CC1CCN(C(=O)OC(C)(C)C)CC1, CC(C)NC(C)C, CC(C)(C)C(=O)Nc1c(F)cccc1C=O, [H-], [Li]CCCC, [Na+], C1CCOC1. The product is COC(=O)C(C1CCN(C(=O)OC(C)(C)C)CC1)C(O)c1cccc(F)c1NC(=O)C(C)(C)C. Reaction SMILES: [CH2:13]1[CH2:14][CH2:15][CH2:16][CH2:17][CH2:18]1.[CH3:19][O:20][C:21]([CH2:22][CH:23]1[CH2:24][CH2:25][N:26]([C:29](=[O:30])[O:31][C:32]([CH3:33])([CH3:34])[CH3:35])[CH2:27][CH2:28]1)=[O:36].[CH:1]([NH:2][CH:3]([CH3:4])[CH3:5])([CH3:6])[CH3:7].[F:39][c:40]1[c:41]([NH:48][C:49]([C:50]([CH3:51])([CH3:52])[CH3:53])=[O:54])[c:42]([CH:46]=[O:47])[cH:43][cH:44][cH:45]1.[H-:37].[Li:8][CH2:9][CH2:10][CH2:11][CH3:12].[Na+:38].[O:55]1[CH2:56][CH2:57][CH2:58][CH2:59]1>>[CH3:19][O:20][C:21]([CH:22]([CH:23]1[CH2:24][CH2:25][N:26]([C:29](=[O:30])[O:31][C:32]([CH3:33])([CH3:34])[CH3:35])[CH2:27][CH2:28]1)[CH:46]([c:42]1[c:41]([NH:48][C:49]([C:50]([CH3:51])([CH3:52])[CH3:53])=[O:54])[c:40]([F:39])[cH:45][cH:44][cH:43]1)[OH:47])=[O:36]. The reactants are C(=O)(OC)C1=NC=C(C2=C1NC1=CC=CC=C21)O (1-carbomethoxy-4-hydroxy-9H-pyrido[3,4-b]-indole), C(C)(=O)OC(C)=O (acetic anhydride). Run in N1=CC=CC=C1 (pyridine). Conditions: time 8 hour. Product: C(=O)(OC)C1=NC=C(C2=C1NC1=CC=CC=C21)OC(C)=O (1-Carbomethoxy-4-Acetoxy-9H-Pyrido[3,4-b]Indole). Reaction SMILES: [C:1]([C:5]1[C:10]2[NH:11][C:12]3[C:17]([C:9]=2[C:8]([OH:18])=[CH:7][N:6]=1)=[CH:16][CH:15]=[CH:14][CH:13]=3)([O:3][CH3:4])=[O:2].[C:19](OC(=O)C)(=[O:21])[CH3:20]>N1C=CC=CC=1>[C:1]([C:5]1[C:10]2[NH:11][C:12]3[C:17]([C:9]=2[C:8]([O:18][C:19](=[O:21])[CH3:20])=[CH:7][N:6]=1)=[CH:16][CH:15]=[CH:14][CH:13]=3)([O:3][CH3:4])=[O:2]. Procedure details: Four grams of 1-carbomethoxy-4-hydroxy-9H-pyrido[3,4-b]-indole were dissolved in a mixture of 20 ml pyridine and 24 ml acetic anhydride and the solution was allowed to stand at room temperature overnight. The resultant crystals were collected by filtration and recrystallized from methanol to yield 2.9 g of the title compound. Yield 61.8% colorless prisms, m.p. 220°-221° C. Elemental analysis--found: C, 63.23%; H, 3.94%, N, 9.59%; calculated for C15H12N2O4 (mol. wt. 284): C, 63.38%; H, 4.26%; N, ... The reactants are C(C)(C)(C)OC(NC1=C(C=C(C(=C1)C=C)C(F)(F)F)N)=O ((2-amino-4-trifluoromethyl-5-vinyl-phenyl)-carbamic acid tert-butyl ester), C(C)(C)(C)OC(CC(C1=CC(=CC=C1)C=1C=NC=CC1)=O)=O (3-oxo-3-(3-pyridin-3-yl-phenyl)-propionic acid tert-butyl ester). Product: C(C)(C)(C)OC(NC1=C(C=C(C(=C1)C=C)C(F)(F)F)NC(CC(C1=CC(=CC=C1)C=1C=NC=CC1)=O)=O)=O ({2-[3-Oxo-3-(3-pyridin-3-yl-phenyl)-propionylamino]-4-trifluoromethyl-5-vinyl-phenyl}-carbamic acid tert-butyl ester), oil. Yield: 60.0%. RXN SMILES: [C:1]([O:5][C:6](=[O:21])[NH:7][C:8]1[CH:13]=[C:12]([CH:14]=[CH2:15])[C:11]([C:16]([F:19])([F:18])[F:17])=[CH:10][C:9]=1[NH2:20])([CH3:4])([CH3:3])[CH3:2].C([O:26][C:27](=O)[CH2:28][C:29](=[O:42])[C:30]1[CH:35]=[CH:34][CH:33]=[C:32]([C:36]2[CH:37]=[N:38][CH:39]=[CH:40][CH:41]=2)[CH:31]=1)(C)(C)C>>[C:1]([O:5][C:6](=[O:21])[NH:7][C:8]1[CH:13]=[C:12]([CH:14]=[CH2:15])[C:11]([C:16]([F:19])([F:18])[F:17])=[CH:10][C:9]=1[NH:20][C:27](=[O:26])[CH2:28][C:29](=[O:42])[C:30]1[CH:35]=[CH:34][CH:33]=[C:32]([C:36]2[CH:37]=[N:38][CH:39]=[CH:40][CH:41]=2)[CH:31]=1)([CH3:2])([CH3:3])[CH3:4]. Procedure details: The title compound was prepared from (2-amino-4-trifluoromethyl-5-vinyl-phenyl)-carbamic acid tert-butyl ester (Example J34) (227 mg, 0.75 mmol) and 3-oxo-3-(3-pyridin-3-yl-phenyl)-propionic acid tert-butyl ester (Example K1) (223 mg, 0.75 mmol) according to the general procedure M. Obtained as a yellow oil (290 mg, 60%). The reactants are C1(CC1)\C(=C/C=C/C(=O)O)\C1=CC=C(C=C1)OC ((E,E)-5-cyclopropyl-5-(4-methoxyphenyl)-2,4-pentadienoic acid), [N+](=O)([O-])C1=CC=C(C=C1)O (4-nitrophenol), C1(CCCCC1)N=C=NC1CCCCC1 (1,3-dicyclohexylcarbodiimide). Run in ClCCl (dichloromethane). Reaction conditions: time 8 hour. Product: [N+](=O)([O-])C1=CC=C(C=C1)OC(\C=C\C=C(\C1=CC=C(C=C1)OC)/C1CC1)=O ((E,E)-5-cyclopropyl-5-(4-methoxyphenyl)-2,4-pentadienoic acid 4-nitrophenyl ester). The yield is 69.3%. RXN SMILES: [CH:1]1(/[C:4](/[C:11]2[CH:16]=[CH:15][C:14]([O:17][CH3:18])=[CH:13][CH:12]=2)=[CH:5]\[CH:6]=[CH:7]\[C:8]([OH:10])=[O:9])[CH2:3][CH2:2]1.[N+:19]([C:22]1[CH:27]=[CH:26][C:25](O)=[CH:24][CH:23]=1)([O-:21])=[O:20].C1(N=C=NC2CCCCC2)CCCCC1>ClCCl>[N+:19]([C:22]1[CH:27]=[CH:26][C:25]([O:9][C:8](=[O:10])/[CH:7]=[CH:6]/[CH:5]=[C:4](\[CH:1]2[CH2:3][CH2:2]2)/[C:11]2[CH:16]=[CH:15][C:14]([O:17][CH3:18])=[CH:13][CH:12]=2)=[CH:24][CH:23]=1)([O-:21])=[O:20]. Procedure details: As in Example 115, (E,E)-5-cyclopropyl-5-(4-methoxyphenyl)-2,4-pentadienoic acid (2.7 g) and 4-nitrophenol (1.844 g) in 20 mL of dichloromethane was treated with 1,3-dicyclohexylcarbodiimide (2.3 g) and the mixture was stirred at room temperature overnight. After the usual work up, the ester was crystallized from 2-propanol to yield 2.8 g of (E,E)-5-cyclopropyl-5-(4-methoxyphenyl)-2,4-pentadienoic acid 4-nitrophenyl ester. mp 111°-112.5° C.